describe an organic reaction: reactants, conditions, products, and yield From a dataset of the Open Reaction Database (ORD), a public repository of structured organic reaction records. Reactants: BrC=1C(NN=C(C1NCC1=CC(=C(C=C1)OC)OC)OCCSC1=C(C=CC=C1)Cl)=O (4-bromo-6-[2-(2-chlorophenylthio)ethyloxy]-5-(3,4-dimethoxyphenylmethylamino)-3(2H)-pyridazinone), ClC1=CC(=CC=C1)C(=O)OO (metachloroperbenzoic acid), peracid, S(=S)(=O)([O-])[O-].[Na+].[Na+] (sodium thiosulfate). Solvent: ClCCl (dichloromethane), ClCCl (dichloromethane), ClCCl (dichloromethane). The product is BrC=1C(NN=C(C1NCC1=CC(=C(C=C1)OC)OC)OCCS(=O)C1=C(C=CC=C1)Cl)=O (4-bromo-6-[2-(2-chlorophenylsulfinyl)ethyloxy]-5-(3,4-dimethoxyphenylmethylamino)-3(2H)-pyridazinone). Yield: 82.5%. As a reaction SMILES: [Br:1][C:2]1[C:3](=[O:31])[NH:4][N:5]=[C:6]([O:20][CH2:21][CH2:22][S:23][C:24]2[CH:29]=[CH:28][CH:27]=[CH:26][C:25]=2[Cl:30])[C:7]=1[NH:8][CH2:9][C:10]1[CH:15]=[CH:14][C:13]([O:16][CH3:17])=[C:12]([O:18][CH3:19])[CH:11]=1.ClC1C=CC=C(C(OO)=[O:40])C=1.S([O-])([O-])(=O)=S.[Na+].[Na+]>ClCCl>[Br:1][C:2]1[C:3](=[O:31])[NH:4][N:5]=[C:6]([O:20][CH2:21][CH2:22][S:23]([C:24]2[CH:29]=[CH:28][CH:27]=[CH:26][C:25]=2[Cl:30])=[O:40])[C:7]=1[NH:8][CH2:9][C:10]1[CH:15]=[CH:14][C:13]([O:16][CH3:17])=[C:12]([O:18][CH3:19])[CH:11]=1 |f:2.3.4|. Procedure: To a solution of 0.4 g of 4-bromo-6-[2-(2-chlorophenylthio)ethyloxy]-5-(3,4-dimethoxyphenylmethylamino)-3(2H)-pyridazinone in 30 ml of dichloromethane was added dropwise a solution of 0.15 g of metachloroperbenzoic acid in 5 ml of dichloromethane at 0° C. The excess peracid was decomposed by the addition of saturated aqueous sodium thiosulfate. The mixture was diluted with dichloromethane, washed with brine, dried over magnesium sulfate and concentrated. The residue was chromatographed on silica... Starting materials: ClC1=CC=C(C=C1)C(CC(=O)OCC)O (ethyl 3-(4-chlorophenyl)-3-hydroxypropionate), C(CCCCC)(=O)OC=C (vinyl caproate). Run at time 13 day. Yields the product ClC1=CC=C(C=C1)C(CC(=O)OCC)O ((-)-ethyl 3-(4-chlorophenyl)-3-hydroxypropionate), ClC1=CC=C(C=C1)C(CC(=O)OCC)OC(CCCCC)=O ((+)-ethyl 3-(4-chlorophenyl)-3-caproyloxypropionate). Reaction SMILES: [Cl:1][C:2]1[CH:7]=[CH:6][C:5]([CH:8]([OH:15])[CH2:9][C:10]([O:12][CH2:13][CH3:14])=[O:11])=[CH:4][CH:3]=1.[C:16](OC=C)(=[O:22])[CH2:17][CH2:18][CH2:19][CH2:20][CH3:21]>>[Cl:1][C:2]1[CH:3]=[CH:4][C:5]([CH:8]([OH:15])[CH2:9][C:10]([O:12][CH2:13][CH3:14])=[O:11])=[CH:6][CH:7]=1.[Cl:1][C:2]1[CH:3]=[CH:4][C:5]([CH:8]([O:15][C:16](=[O:22])[CH2:17][CH2:18][CH2:19][CH2:20][CH3:21])[CH2:9][C:10]([O:12][CH2:13][CH3:14])=[O:11])=[CH:6][CH:7]=1. Procedure: The mixture of 5.0 g of ethyl 3-(4-chlorophenyl)-3-hydroxypropionate, 1.6 g of vinyl caproate and 2.0 g of lipase PS was stirred at room temperature for 13 days. After the lipase was removed by filtration, the filtrate was eluted by column chromatography (eluting solution; 9/1 of toluene/ethyl acetate) to obtain 2.1 g of (-)-ethyl 3-(4-chlorophenyl)-3-hydroxypropionate and 2.7 g of (+)-ethyl 3-(4-chlorophenyl)-3-caproyloxypropionate, respectively. Starting materials: C(C=CC1=CC=CC=C1)(=O)OC1=C(C=CC=C1)[N+](=O)[O-] (o-nitrophenyl cinnamate), ferric chloride, [C]=O (carbon monoxide). The reagents and catalysts are [Pd] (palladium-on-carbon). Run in C(C)#N (acetonitrile). Run at temperature 190 celsius. Product: C(=CC1=CC=CC=C1)C=1OC2=C(N1)C=CC=C2 (2-styrylbenzoxazole). As a reaction SMILES: [C:1]([O:11][C:12]1[CH:17]=[CH:16][CH:15]=[CH:14][C:13]=1[N+:18]([O-])=O)(=O)[CH:2]=[CH:3][C:4]1[CH:9]=[CH:8][CH:7]=[CH:6][CH:5]=1.[C]=O>[Pd].C(#N)C>[CH:2]([C:1]1[O:11][C:12]2[CH:17]=[CH:16][CH:15]=[CH:14][C:13]=2[N:18]=1)=[CH:3][C:4]1[CH:9]=[CH:8][CH:7]=[CH:6][CH:5]=1 |^3:20|. Procedure details: An autoclave is charged with 13.45 g. o-nitrophenyl cinnamate, 2.5 g. 5% palladium-on-carbon, 0.40 g. ferric chloride and 90 ml. anhydrous acetonitrile, pressurized with carbon monoxide to 5000 psig., and heated at 190° C. for 6 hours. After the catalyst is removed by filtration, analysis of the reaction mixture by vapor phase chromatography shows that 2-styrylbenzoxazole is the major product. The 2-styrylbenzoxazole is isolated by chromatography on alumina using benzene as the eluent. After rec... Run in CN(C=O)C (N,N-dimethylformamide). Yields the product CC1=CC=C(CN2C=CC3=CC=C(C=C23)[C@H]2[C@H](OCC3=CC=CC=C3)[C@@H](OCC3=CC=CC=C3)[C@H](OCC3=CC=CC=C3)[C@H](O2)COCC2=CC=CC=C2)C=C1 (1-[1-(4-Methylbenzyl)-1H-indol-6-yl]-1-deoxy-2,3,4,6-tetra-O-benzyl-β-D-glucopyranose). Procedure: To a solution of 1-(1H-indol-6-yl)-1-deoxy-2,3,4,6-tetra-O-benzyl-β-D-glucopyranose (0.13 g) in N,N-dimethylformamide (2 mL) was added sodium hydride (60%, 0.01 g) at 0° C., and the mixture was stirred for 10 minutes. To the mixture was added 4-methylbenzylchloride (0.032 g), and the mixture was stirred at room temperature for 2 hours. The reaction mixture was poured into water, and the mixture was extracted with diethyl ether. The organic layer washed with water and brine and dried over anhydro... Isolated yield 79.4%. Reaction SMILES: [NH:1]1[C:9]2[C:4](=[CH:5][CH:6]=[C:7]([C@@H:10]3[O:39][C@H:38]([CH2:40][O:41][CH2:42][C:43]4[CH:48]=[CH:47][CH:46]=[CH:45][CH:44]=4)[C@@H:29]([O:30][CH2:31][C:32]4[CH:37]=[CH:36][CH:35]=[CH:34][CH:33]=4)[C@H:20]([O:21][CH2:22][C:23]4[CH:28]=[CH:27][CH:26]=[CH:25][CH:24]=4)[C@H:11]3[O:12][CH2:13][C:14]3[CH:19]=[CH:18][CH:17]=[CH:16][CH:15]=3)[CH:8]=2)[CH:3]=[CH:2]1.[H-].[Na+].[CH3:51][C:52]1[CH:59]=[CH:58][C:55]([CH2:56]Cl)=[CH:54][CH:53]=1.O>CN(C)C=O>[CH3:51][C:52]1[CH:59]=[CH:58][C:55]([CH2:56][N:1]2[C:9]3[C:4](=[CH:5][CH:6]=[C:7]([C@@H:10]4[O:39][C@H:38]([CH2:40][O:41][CH2:42][C:43]5[CH:44]=[CH:45][CH:46]=[CH:47][CH:48]=5)[C@@H:29]([O:30][CH2:31][C:32]5[CH:33]=[CH:34][CH:35]=[CH:36][CH:37]=5)[C@H:20]([O:21][CH2:22][C:23]5[CH:28]=[CH:27][CH:26]=[CH:25][CH:24]=5)[C@H:11]4[O:12][CH2:13][C:14]4[CH:19]=[CH:18][CH:17]=[CH:16][CH:15]=4)[CH:8]=3)[CH:3]=[CH:2]2)=[CH:54][CH:53]=1 |f:1.2|. Reaction conditions: time 10 minute. Reactants: N1C=CC2=CC=C(C=C12)[C@H]1[C@H](OCC2=CC=CC=C2)[C@@H](OCC2=CC=CC=C2)[C@H](OCC2=CC=CC=C2)[C@H](O1)COCC1=CC=CC=C1 (1-(1H-indol-6-yl)-1-deoxy-2,3,4,6-tetra-O-benzyl-β-D-glucopyranose), [H-].[Na+] (sodium hydride), O (water), CC1=CC=C(CCl)C=C1 (4-methylbenzylchloride). Reactants: [Al+3], CC(C)(C)c1cc(Nc2cccc(C(=O)O)c2)cc(C(C)(C)C)c1O, C1CCOC1, CCOCC, CCOC(C)=O, Cl, [H-], [H-], [H-], [H-], [Li+], O. Product: CC(C)(C)c1cc(Nc2cccc(CO)c2)cc(C(C)(C)C)c1O, Cl. Reaction SMILES: [Al+3:27].[C:1](=[O:2])([OH:3])[c:4]1[cH:5][c:6]([NH:10][c:11]2[cH:12][c:13]([C:22]([CH3:23])([CH3:24])[CH3:25])[c:14]([OH:21])[c:15]([C:17]([CH3:18])([CH3:19])[CH3:20])[cH:16]2)[cH:7][cH:8][cH:9]1.[CH2:34]1[O:35][CH2:36][CH2:37][CH2:38]1.[CH2:39]([O:40][CH2:41][CH3:42])[CH3:43].[CH3:44][CH2:45][O:46][C:47](=[O:48])[CH3:49].[ClH:33].[H-:26].[H-:29].[H-:30].[H-:31].[Li+:28].[OH2:32]>>[CH2:1]([OH:2])[c:4]1[cH:5][c:6]([NH:10][c:11]2[cH:12][c:13]([C:22]([CH3:23])([CH3:24])[CH3:25])[c:14]([OH:21])[c:15]([C:17]([CH3:18])([CH3:19])[CH3:20])[cH:16]2)[cH:7][cH:8][cH:9]1.[ClH:33]. The reactants are C1COCCOCCOCCOCCO1, COc1ccc(S(=O)(=O)Cl)nc1, CN(Cc1c[nH]c(-c2cccnc2F)c1F)C(=O)OC(C)(C)C, [H-], [Na+], C1CCOC1. Product: COc1ccc(S(=O)(=O)n2cc(CN(C)C(=O)OC(C)(C)C)c(F)c2-c2cccnc2F)nc1. As a reaction SMILES: [CH2:26]1[O:27][CH2:28][CH2:29][O:30][CH2:31][CH2:32][O:33][CH2:34][CH2:35][O:36][CH2:37][CH2:38][O:39][CH2:40]1.[CH3:41][O:42][c:43]1[cH:44][cH:45][c:46]([S:49](=[O:50])(=[O:51])[Cl:52])[n:47][cH:48]1.[F:3][c:4]1[c:5]([CH2:16][N:17]([C:18]([O:19][C:20]([CH3:21])([CH3:22])[CH3:23])=[O:24])[CH3:25])[cH:6][nH:7][c:8]1-[c:9]1[c:10]([F:15])[n:11][cH:12][cH:13][cH:14]1.[H-:1].[Na+:2].[O:53]1[CH2:54][CH2:55][CH2:56][CH2:57]1>>[F:3][c:4]1[c:5]([CH2:16][N:17]([C:18]([O:19][C:20]([CH3:21])([CH3:22])[CH3:23])=[O:24])[CH3:25])[cH:6][n:7]([S:49]([c:46]2[cH:45][cH:44][c:43]([O:42][CH3:41])[cH:48][n:47]2)(=[O:50])=[O:51])[c:8]1-[c:9]1[c:10]([F:15])[n:11][cH:12][cH:13][cH:14]1. Reactants: FC=1C=NC=CC1C=1OC2=C(N1)C=C(C=C2)C(F)(F)F (2-(3-fluoropyridin-4-yl)-5-(trifluoromethyl)benzoxazole), N1C=NC=C1 (imidazole), C([O-])([O-])=O.[K+].[K+] (potassium carbonate), CN(C)C=O (DMF). Solvent: O (water). Run at time 1.5 hour. Yields the product N1(C=NC=C1)C=1C=NC=CC1C=1OC2=C(N1)C=C(C=C2)C(F)(F)F (2-[3-(imidazole-1-yl)pyridin-4-yl]-5-(trifluoromethyl)benzoxazole). The yield is 85.4%. RXN SMILES: F[C:2]1[CH:3]=[N:4][CH:5]=[CH:6][C:7]=1[C:8]1[O:9][C:10]2[CH:16]=[CH:15][C:14]([C:17]([F:20])([F:19])[F:18])=[CH:13][C:11]=2[N:12]=1.[NH:21]1[CH:25]=[CH:24][N:23]=[CH:22]1.C(=O)([O-])[O-].[K+].[K+].CN(C=O)C>O>[N:21]1([C:2]2[CH:3]=[N:4][CH:5]=[CH:6][C:7]=2[C:8]2[O:9][C:10]3[CH:16]=[CH:15][C:14]([C:17]([F:20])([F:19])[F:18])=[CH:13][C:11]=3[N:12]=2)[CH:25]=[CH:24][N:23]=[CH:22]1 |f:2.3.4|. Procedure: A mixture of 0.31 g of 2-(3-fluoropyridin-4-yl)-5-(trifluoromethyl)benzoxazole, 0.14 g of imidazole, 0.55 g of potassium carbonate and 2 ml of DMF was stirred while heating at room temperature for 1.5 hours, and then at 60° C. for 1.5 hours. The reaction mixture was cooled to room temperature, and then water was added to the reaction mixture, followed by extraction with ethyl acetate twice. The combined organic layers were washed with a saturated sodium chloride solution, dried over anhydrous ma... Starting materials: FC1=C(C=O)C(=CC(=C1)F)OC (2,4-difluoro-6-methoxybenzaldehyde), Intermediate 26B, FC=1C=C(C=C(C1)F)OC (3,5-difluoroanisole), COC(Cl)Cl (dichloromethyl methyl ether), ice water, EtOAc hexanes. The reagents and catalysts are [Ti](Cl)(Cl)(Cl)Cl (titanium tetrachloride). The solvent is ClCCl (dichloromethane). Run at time 1 hour. The product is FC1=C(C=O)C(=CC(=C1)OC)F (2,6-difluoro-4-methoxybenzaldehyde), Intermediate 26A. Isolated yield 19.0%. Reaction SMILES: [F:1][C:2]1[CH:3]=[C:4]([O:9][CH3:10])[CH:5]=[C:6]([F:8])[CH:7]=1.[CH3:11][O:12]C(Cl)Cl.FC1C=C(F)C=C(OC)C=1C=O>ClCCl.[Ti](Cl)(Cl)(Cl)Cl>[F:1][C:2]1[CH:3]=[C:4]([O:9][CH3:10])[CH:5]=[C:6]([F:8])[C:7]=1[CH:11]=[O:12]. Procedure: (Intermediates 26A and 26B were prepared in a similar manner to the preparation described in WO 2004046133). To a stirred solution of 3,5-difluoroanisole (1.0 g, 7.0 mmol) in dichloromethane (6 mL) at 0° C. was added dropwise titanium tetrachloride (1.23 mL, 11.2 mmol) and dichloromethyl methyl ether (0.63 mL, 7.0 mmol). Upon completion of addition, the reaction mixture was stirred for 1 h and then poured into ice-water (50 mL). The resulting mixture was extracted with dichloromethane (3×50 mL).... Reactants: S(=O)(=O)(O)O.C1(CCCCCN1)=O (caprolactam sulfate), S(O)(O)(=O)=O (sulfuric acid), OS(=O)(=O)O.O=S(=O)=O (oleum), N (ammonia), C1(CCCCC1)=NO (cyclohexanone oxime), S(O)(O)(=O)=O (sulfuric acid). Product: C1(CCCCCN1)=O (caprolactam), S(=O)(=O)([O-])[O-].[NH4+].[NH4+] (ammonium sulfate). RXN SMILES: C1(=[N:7]O)CCCCC1.[S:9](=[O:13])(=[O:12])([OH:11])[OH:10].OS(O)(=O)=O.O=S(=O)=O.S(O)(O)(=O)=O.[C:28]1(=[O:35])[NH:34][CH2:33][CH2:32][CH2:31][CH2:30][CH2:29]1.[NH3:36]>>[C:28]1(=[O:35])[NH:34][CH2:33][CH2:32][CH2:31][CH2:30][CH2:29]1.[S:9]([O-:13])([O-:12])(=[O:11])=[O:10].[NH4+:7].[NH4+:36] |f:2.3,4.5,8.9.10|. Procedure: The Beckmann rearrangement of the cyclohexanone oxime is carried out with sulfuric acid or oleum. The caprolactam sulfate prepared in this case and excess sulfuric acid are reacted with ammonia to give caprolactam and ammonium sulfate.